Task: describe an organic reaction: reactants, conditions, products, and yield. Dataset: the Open Reaction Database (ORD), a public repository of structured organic reaction records Starting materials: 1,1,1-triacetoxy-1,1-dihydro-1,2-benzodioxol-3(1H)-one, C(C)OC(C(C)(O)C1CC1C1=CC=CC=2OCOC21)=O (3-(benzo[1,3]dioxol-4-yl)-cyclopropyl-2-hydroxypropionic acid ethyl ester), S(=S)(=O)([O-])[O-].[Na+].[Na+] (sodium thiosulfate). Solvent: ClCCl (dichlormethane). Run at time 6 hour. The product is C(C)OC(C(CC1CC1C1=CC=CC=2OCOC21)=O)=O (3-(benzo[1,3]dioxol-4-yl)-cyclopropyl-2-oxopropionic acid ethyl ester). Isolated yield 111.6%. As a reaction SMILES: C(O[C:4](=[O:20])[C:5]([CH:8]1[CH:10]([C:11]2[C:19]3[O:18][CH2:17][O:16][C:15]=3[CH:14]=[CH:13][CH:12]=2)[CH2:9]1)(O)C)C.S([O-])([O-])(=O)=S.[Na+].[Na+]>ClCCl>[CH2:15]([O:16][C:17](=[O:18])[C:4](=[O:20])[CH2:5][CH:8]1[CH:10]([C:11]2[C:19]3[O:18][CH2:17][O:16][C:15]=3[CH:14]=[CH:13][CH:12]=2)[CH2:9]1)[CH3:14] |f:1.2.3|. Procedure: 13.9 g of 1,1,1-triacetoxy-1,1-dihydro-1,2-benzodioxol-3(1H)-one (Dess-Martin-Periodinane, cf. D. B. Dess, J. C. Martin, J. Am. Chem. Soc. 1991, 113, 7277) is added to a solution of 4.55 g of 3-(benzo[1,3]dioxol-4-yl)-cyclopropyl-2-hydroxypropionic acid ethyl ester in 205 ml of dichlormethane. After 6 hours at room temperature, the batch is added to a saturated solution of sodium thiosulfate and extracted with ether. It is washed with water, saturated bicarbonate solution and brine, dried (Na2SO... Starting materials: CC(=O)OO, CC(C)=O, Cc1ccc(O)cc1. Yields the product Cc1ccc(O)c(O)c1. Reaction SMILES: [C:9]([O:10][OH:12])(=[O:11])[CH3:13].[CH3:14][C:15](=[O:16])[CH3:17].[cH:1]1[cH:2][c:3]([CH3:8])[cH:4][cH:5][c:6]1[OH:7]>>[c:1]1([OH:11])[cH:2][c:3]([CH3:8])[cH:4][cH:5][c:6]1[OH:7].